The task is: describe an organic reaction: reactants, conditions, products, and yield. This data is from the Open Reaction Database (ORD), a public repository of structured organic reaction records. The reactants are O1CCCC=C1 (2,3-Dihydropyran), C1(=CC=C(C=C1)S(=O)(=O)O)C (toluene-p-sulphonic acid), OC1=CC=C(C=C1)C(=O)C(C1=CC=CC=C1)C (4-hydroxy-α-methyldesoxybenzoin). Run in C(Cl)(Cl)Cl (chloroform). Yields the product O1C(CCCC1)OC1=CC=C(C=C1)C(=O)C(C1=CC=CC=C1)C (4-(2-tetrahydropyranyloxy)-α-methyldesoxybenzoin). Isolated yield 38.3%. Reaction SMILES: [O:1]1[CH:6]=[CH:5][CH2:4][CH2:3][CH2:2]1.C1(C)C=CC(S(O)(=O)=O)=CC=1.[OH:18][C:19]1[CH:24]=[CH:23][C:22]([C:25]([CH:27]([CH3:34])[C:28]2[CH:33]=[CH:32][CH:31]=[CH:30][CH:29]=2)=[O:26])=[CH:21][CH:20]=1>C(Cl)(Cl)Cl>[O:1]1[CH2:2][CH2:3][CH2:4][CH2:5][CH:6]1[O:18][C:19]1[CH:20]=[CH:21][C:22]([C:25]([CH:27]([CH3:34])[C:28]2[CH:29]=[CH:30][CH:31]=[CH:32][CH:33]=2)=[O:26])=[CH:23][CH:24]=1. Procedure details: 2,3-Dihydropyran (4.6 g.) and a few crystals of toluene-p-sulphonic acid were added to a solution of 4-hydroxy-α-methyldesoxybenzoin (11.3 g.) in chloroform (100 ml.). The resulting solution was heated under reflux for 5 mins., cooled and washed with 5% w/v aqueous sodium bicarbonate solution. The chloroform solution was then dried and evaporated, and the residue crystallised from acetone to give 4-(2-tetrahydropyranyloxy)-α-methyldesoxybenzoin (5.93 g.), m.p. 94°-96° C. Starting materials: C(#N)C1=NC=CC=C1 (2-cyanopyridine), nitrile, O (water). RXN SMILES: [C:1]([C:3]1[CH:8]=[CH:7][CH:6]=[CH:5][N:4]=1)#[N:2].[OH2:9]>>[N:4]1[CH:5]=[CH:6][CH:7]=[CH:8][C:3]=1[C:1]([NH2:2])=[O:9]. Procedure: 261/2 Grams (0.205 moles) of 2-cyanopyridine, 35 grams of Dowex 1-X8 anion exchange resin (OH- form) and 175 ml. water are placed in a reaction flask fitted with a reflux condenser and magnetic stirrer. After stirring briefly to dissolve the nitrile, the mixture is heated to reflux. After 3 hours and 15 minutes, the resin is filtered off and washed with 100 ml. of boiling water. The combined filtrates are evaporated under reduced pressure, and the resulting solid dried under vacuum at 80°C. An a... The yield is 82.0%. Product: N1=C(C=CC=C1)C(=O)N (picolinamide). Run at time 3 hour.